Dataset: the Open Reaction Database (ORD), a public repository of structured organic reaction records. Task: describe an organic reaction: reactants, conditions, products, and yield Starting materials: C1(=CC=CC=C1)C=1C(=C2C(=NC1)NN=C2)N2CCN(CC2)C(=O)OC(C)(C)C (tert-butyl 4-(5-phenyl-1H-pyrazolo[3,4-b]pyridin-4-yl)piperazine-1-carboxylate), [OH-].[K+] (potassium hydroxide), II (iodine), [OH-].[K+] (KOH), II (I2). Solvent: CCOC(=O)C (EtOAc), CN(C)C=O (DMF). Run at temperature 60 celsius, time 4 hour. Product: IC1=NNC2=NC=C(C(=C21)N2CCN(CC2)C(=O)OC(C)(C)C)C2=CC=CC=C2 (tert-butyl 4-(3-iodo-5-phenyl-1H-pyrazolo[3,4-b]pyridin-4-yl)piperazine-1-carboxylate). The yield is 79.7%. RXN SMILES: [C:1]1([C:7]2[C:8]([N:16]3[CH2:21][CH2:20][N:19]([C:22]([O:24][C:25]([CH3:28])([CH3:27])[CH3:26])=[O:23])[CH2:18][CH2:17]3)=[C:9]3[CH:15]=[N:14][NH:13][C:10]3=[N:11][CH:12]=2)[CH:6]=[CH:5][CH:4]=[CH:3][CH:2]=1.[OH-].[K+].[I:31]I>CN(C=O)C.CCOC(C)=O>[I:31][C:15]1[C:9]2[C:10](=[N:11][CH:12]=[C:7]([C:1]3[CH:2]=[CH:3][CH:4]=[CH:5][CH:6]=3)[C:8]=2[N:16]2[CH2:17][CH2:18][N:19]([C:22]([O:24][C:25]([CH3:28])([CH3:27])[CH3:26])=[O:23])[CH2:20][CH2:21]2)[NH:13][N:14]=1 |f:1.2|. Procedure: A mixture of tert-butyl 4-(5-phenyl-1H-pyrazolo[3,4-b]pyridin-4-yl)piperazine-1-carboxylate (3 g, 7.75 mmol) and powdered potassium hydroxide (1.28 g, 19.4 mmol) in DMF (20 mL) was treated with iodine (3.93 g, 15.5 mmol), and the mixture was heated at 60° C. After 4 hours, the mixture was cooled to room temperature and treated with powdered KOH (700 mg, 10.7 mmol) and I2 (1.97 g, 7.75 mmol). The mixture was stirred at 60° C. for 1 hour. The mixture was cooled to room temperature, diluted with Et...